From a dataset of the Open Reaction Database (ORD), a public repository of structured organic reaction records. describe an organic reaction: reactants, conditions, products, and yield The reactants are Example 59 ( h ), ClC1=C(C=C(CNC(=O)C2(CC2)C(F)(F)F)C=C1)N=C=S (N-(4-chloro-3-isothiocyanatobenzyl)-1-(trifluoromethyl)cyclopropane carboxamide), CC(N=C=NC(C)C)C (DIC), NC1=CC(=C(C(=O)OCC)C=C1N)OCC(F)F (Ethyl 4,5-diamino-2-(2,2-difluoroethoxy)benzoate), NC1=CC(=C(C(=O)OCC)C=C1N)OCC(F)F (Ethyl 4,5-diamino-2-(2,2-difluoroethoxy)benzoate). Run in C1CCOC1 (THF). Yields the product ClC1=C(C=C(C=C1)CNC(=O)C1(CC1)C(F)(F)F)NC1=NC2=C(N1)C=C(C(=C2)C(=O)OCC)OCC(F)F (Ethyl 2-(2-chloro-5-{[(1-trifluoromethyl-cyclopropanecarbonyl)-amino]-methyl}-phenylamino)-6-(2,2-difluoro-ethoxy)-1H-benzimidazole-5-carboxylate). As a reaction SMILES: [NH2:1][C:2]1[C:12]([NH2:13])=[CH:11][C:5]([C:6]([O:8][CH2:9][CH3:10])=[O:7])=[C:4]([O:14][CH2:15][CH:16]([F:18])[F:17])[CH:3]=1.[Cl:19][C:20]1[CH:36]=[CH:35][C:23]([CH2:24][NH:25][C:26]([C:28]2([C:31]([F:34])([F:33])[F:32])[CH2:30][CH2:29]2)=[O:27])=[CH:22][C:21]=1[N:37]=[C:38]=S.CC(C)N=C=NC(C)C>C1COCC1>[Cl:19][C:20]1[CH:36]=[CH:35][C:23]([CH2:24][NH:25][C:26]([C:28]2([C:31]([F:34])([F:33])[F:32])[CH2:29][CH2:30]2)=[O:27])=[CH:22][C:21]=1[NH:37][C:38]1[NH:1][C:2]2[CH:3]=[C:4]([O:14][CH2:15][CH:16]([F:17])[F:18])[C:5]([C:6]([O:8][CH2:9][CH3:10])=[O:7])=[CH:11][C:12]=2[N:13]=1. Reported procedure: The sub-title compound was prepared in accordance with Example 59 (h) using ethyl 4,5-diamino-2-(2,2-difluoroethoxy)benzoate (0.466 g; 1.79 mmol; crude material from step (c)), N-(4-chloro-3-isothiocyanatobenzyl)-1-(trifluoromethyl)cyclopropane carboxamide (0.600 g; 1.79 mmol), DIC (0.226 g; 1.79 mmol) and THF (40 mL). Yield: 0.620 g (62%).